describe an organic reaction: reactants, conditions, products, and yield From a dataset of the Open Reaction Database (ORD), a public repository of structured organic reaction records. Reactants: [Li]CCCC, CCCCCC, C1CCOC1, Cc1ccc(S(=O)(=O)NN=C2CCC3C4CCC5=CC(O)CCC5(CO)C4CCC23C)cc1. The product is CC12C=CCC1C1CCC3=CC(O)CCC3(CO)C1CC2. RXN SMILES: [CH2:34]([Li:35])[CH2:36][CH2:37][CH3:38].[CH3:44][CH2:45][CH2:46][CH2:47][CH2:48][CH3:49].[O:39]1[CH2:40][CH2:41][CH2:42][CH2:43]1.[S:1]([NH:2][N:3]=[C:13]1[C:14]2([CH3:15])[CH:16]([CH2:17][CH2:18]1)[CH:19]1[CH2:20][CH2:21][C:22]3=[CH:23][CH:24]([OH:33])[CH2:25][CH2:26][C:27]3([CH2:28][OH:29])[CH:30]1[CH2:31][CH2:32]2)([c:4]1[cH:5][cH:6][c:7]([CH3:8])[cH:9][cH:10]1)(=[O:11])=[O:12]>>[CH:13]1=[CH:18][CH2:17][CH:16]2[C:14]1([CH3:15])[CH2:32][CH2:31][CH:30]1[CH:19]2[CH2:20][CH2:21][C:22]2=[CH:23][CH:24]([OH:33])[CH2:25][CH2:26][C:27]21[CH2:28][OH:29]. The reactants are [N+](=O)([O-])C1=CC=C(CC2=CC=NC=C2)C=C1 (4-(4-Nitrobenzyl)pyridine), IC (iodomethane), [OH-].[Na+] (NaOH). The reagents and catalysts are CCCC[N+](CCCC)(CCCC)CCCC.[I-] (TBAI). The solvent is C(Cl)Cl (CH2Cl2). Reaction conditions: time 60 hour. Yields the product CN1CCC(=CC1)CC1=CC=C(C=C1)[N+](=O)[O-] (1-Methyl-4-(4-nitro-benzyl)-1,2,3,6-tetrahydro-pyridine). RXN SMILES: [N+:1]([C:4]1[CH:16]=[CH:15][C:7]([CH2:8][C:9]2[CH:14]=[CH:13][N:12]=[CH:11][CH:10]=2)=[CH:6][CH:5]=1)([O-:3])=[O:2].[OH-].[Na+].I[CH3:20]>CCCC[N+](CCCC)(CCCC)CCCC.[I-].C(Cl)Cl>[CH3:20][N:12]1[CH2:11][CH:10]=[C:9]([CH2:8][C:7]2[CH:15]=[CH:16][C:4]([N+:1]([O-:3])=[O:2])=[CH:5][CH:6]=2)[CH2:14][CH2:13]1 |f:1.2,4.5|. Procedure: 4-(4-Nitrobenzyl)pyridine (64 g) and TBAI (6 g) were dissolved in CH2Cl2 (500 mL) and the solution was suspended with NaOH (aq. 5N, 450 mL) in a 3 L 3-necked round bottom flask. With vigorous stirring, iodomethane (213 g) was added and stirred vigorously at RT for 60 h (or until blue color disappears). The reaction was quenched with dimethylamine (100 mL) and MeOH (300 mL) and stirred for 2 h. NaBH4 (19 g) was added to the mixture in small portions. The reaction mixture was stirred for 30 min at... Starting materials: [Al+3], C1CCOC1, COC(=O)c1ccc(C(C)N2CCC(CCCO)(c3ccc(F)cc3)OC2=O)cc1, [H-], [H-], [H-], [H-], [Li+]. The product is CC(c1ccc(CO)cc1)N1CCC(CCCO)(c2ccc(F)cc2)OC1=O. Reaction SMILES: [Al+3:32].[CH2:37]1[O:38][CH2:39][CH2:40][CH2:41]1.[F:1][c:2]1[cH:3][cH:4][c:5]([C:8]2([CH2:27][CH2:28][CH2:29][OH:30])[CH2:9][CH2:10][N:11]([CH:15]([CH3:16])[c:17]3[cH:18][cH:19][c:20]([C:21](=[O:22])[O:23][CH3:24])[cH:25][cH:26]3)[C:12](=[O:14])[O:13]2)[cH:6][cH:7]1.[H-:31].[H-:34].[H-:35].[H-:36].[Li+:33]>>[F:1][c:2]1[cH:3][cH:4][c:5]([C:8]2([CH2:27][CH2:28][CH2:29][OH:30])[CH2:9][CH2:10][N:11]([CH:15]([CH3:16])[c:17]3[cH:18][cH:19][c:20]([CH2:21][OH:22])[cH:25][cH:26]3)[C:12](=[O:14])[O:13]2)[cH:6][cH:7]1. Yield: 91.5%. Product: COC(CCC1=C(C=CC=C1)OCCCCCOC1=C(C2=C(C(CCO2)=O)C=C1)CC1=CC=CC=C1)=O (2-[5-[(3,4-dihydro-4-oxo-8-(phenylmethyl)-2H-1 -benzopyran-7-yl)oxy]pentyloxy]benzenepropanoic acid methyl ester). Starting materials: OC1=C(C2=C(C(CCO2)=O)C=C1)CC1=CC=CC=C1 (2,3-dihydro-7-hydroxy-8-(phenylmethyl)-4H-1-benzopyran-4-one), COC(CCC1=C(C=CC=C1)OCCCCCOS(=O)(=O)C)=O (2-[[5-[(Methylsulfonyl)oxy]pentyl]oxy]benzenepropanoic Acid Methyl Ester). Reported procedure: Using the procedure of example 11 and starting with 1.2 g (4.72 mmol) of 2,3-dihydro-7-hydroxy-8-(phenylmethyl)-4H-1-benzopyran-4-one (from example 70) and 1.64 g (4.76 mmol) of 2-[[5-[(methylsulfonyl)oxy]pentyl]oxy]benzenepropanoic acid methyl ester (from example 72), 2-[5-[(3,4-dihydro-4-oxo-8-(phenylmethyl)-2H-1 -benzopyran-7-yl)oxy]pentyloxy]benzenepropanoic acid methyl ester was obtained in 91.5% yield (2.17 g) as a yellow oil. This diester (4.32 mmol) was saponified with 6.5 mL of 3N aqueo... RXN SMILES: [OH:1][C:2]1[CH:12]=[CH:11][C:5]2[C:6](=[O:10])[CH2:7][CH2:8][O:9][C:4]=2[C:3]=1[CH2:13][C:14]1[CH:19]=[CH:18][CH:17]=[CH:16][CH:15]=1.[CH3:20][O:21][C:22](=[O:42])[CH2:23][CH2:24][C:25]1[CH:30]=[CH:29][CH:28]=[CH:27][C:26]=1[O:31][CH2:32][CH2:33][CH2:34][CH2:35][CH2:36]OS(C)(=O)=O>>[CH3:20][O:21][C:22](=[O:42])[CH2:23][CH2:24][C:25]1[CH:30]=[CH:29][CH:28]=[CH:27][C:26]=1[O:31][CH2:32][CH2:33][CH2:34][CH2:35][CH2:36][O:1][C:2]1[CH:12]=[CH:11][C:5]2[C:6](=[O:10])[CH2:7][CH2:8][O:9][C:4]=2[C:3]=1[CH2:13][C:14]1[CH:19]=[CH:18][CH:17]=[CH:16][CH:15]=1. The reactants are CC(O)CO, CCCCC, O=Cc1c2ccccc2c(Cl)c2ccccc12. The product is CC(O)COc1c2ccccc2c(C=O)c2ccccc12. RXN SMILES: [CH2:18]([CH:19]([CH3:20])[OH:21])[OH:22].[CH3:23][CH2:24][CH2:25][CH2:26][CH3:27].[Cl:1][c:2]1[c:3]2[cH:4][cH:5][cH:6][cH:7][c:8]2[c:9]([CH:16]=[O:17])[c:10]2[cH:11][cH:12][cH:13][cH:14][c:15]12>>[c:2]1([O:22][CH2:18][CH:19]([CH3:20])[OH:21])[c:3]2[cH:4][cH:5][cH:6][cH:7][c:8]2[c:9]([CH:16]=[O:17])[c:10]2[cH:11][cH:12][cH:13][cH:14][c:15]12.